Task: describe an organic reaction: reactants, conditions, products, and yield. Dataset: the Open Reaction Database (ORD), a public repository of structured organic reaction records Reactants: COc1ccc(NP(=O)(Nc2ccc(OC)cc2)N2CCCC(NC(=O)OCc3ccccc3)C2=O)cc1, CO, [Pd]. Reaction SMILES: [CH2:1]([O:2][C:3](=[O:4])[NH:11][CH:12]1[C:13](=[O:38])[N:14]([P:18](=[O:19])([NH:20][c:21]2[cH:22][cH:23][c:24]([O:27][CH3:28])[cH:25][cH:26]2)[NH:29][c:30]2[cH:31][cH:32][c:33]([O:36][CH3:37])[cH:34][cH:35]2)[CH2:15][CH2:16][CH2:17]1)[c:5]1[cH:6][cH:7][cH:8][cH:9][cH:10]1.[CH3:39][OH:40].[Pd:41]>>[NH2:11][CH:12]1[C:13](=[O:38])[N:14]([P:18](=[O:19])([NH:20][c:21]2[cH:22][cH:23][c:24]([O:27][CH3:28])[cH:25][cH:26]2)[NH:29][c:30]2[cH:31][cH:32][c:33]([O:36][CH3:37])[cH:34][cH:35]2)[CH2:15][CH2:16][CH2:17]1. Product: COc1ccc(NP(=O)(Nc2ccc(OC)cc2)N2CCCC(N)C2=O)cc1. Reactants: CC(=O)[O-], CC(=O)O, Nc1cccc(OC(F)F)c1, ClI, [Na+]. The product is Nc1cc(OC(F)F)ccc1I. As a reaction SMILES: [CH3:15][C:16](=[O:17])[O-:18].[CH3:19][C:20](=[O:21])[OH:22].[F:1][CH:2]([O:3][c:4]1[cH:5][c:6]([NH2:7])[cH:8][cH:9][cH:10]1)[F:11].[I:12][Cl:13].[Na+:14]>>[F:1][CH:2]([O:3][c:4]1[cH:5][c:6]([NH2:7])[c:8]([I:12])[cH:9][cH:10]1)[F:11]. Starting materials: COCCN1C(NC(=C1)C1=CC=CC=C1)=O (1-(2-methoxyethyl)-4-phenyl-4-imidazolin-2-one), C(C)(=O)OC(C)=O (acetic anhydride). Procedure: Approximately 21.8 g of 1-(2-methoxyethyl)-4-phenyl-4-imidazolin-2-one and 120 ml. of acetic anhydride is refluxed together for four hours. The acetic anhydride is distilled out at reduced pressure. The residual semisolid is recrystallized from ether to yield the title compound as a white solid; m.p. 73°-75° C. Reaction SMILES: [CH3:1][O:2][CH2:3][CH2:4][N:5]1[CH:9]=[C:8]([C:10]2[CH:15]=[CH:14][CH:13]=[CH:12][CH:11]=2)[NH:7][C:6]1=[O:16].[C:17](OC(=O)C)(=[O:19])[CH3:18]>>[CH3:1][O:2][CH2:3][CH2:4][N:5]1[CH:9]=[C:8]([C:10]2[CH:15]=[CH:14][CH:13]=[CH:12][CH:11]=2)[N:7]([C:17](=[O:19])[CH3:18])[C:6]1=[O:16]. The product is COCCN1C(N(C(=C1)C1=CC=CC=C1)C(C)=O)=O (1-(2-methoxyethyl)-3-acetyl-4-phenyl-4-imidazolin-2-one). Reactants: C(C)(=O)N1C(CC2=CC(=CC=C12)C(C)=O)=O (1,5-diacetyl-2-indolinone), [N+](=O)([O-])C=1C=C(C(=O)O)C=CC1 (3-nitrobenzoic acid). Product: C(C)(=O)N1C(C(C2=CC(=CC=C12)C(C)=O)=C(O)C1=CC(=CC=C1)[N+](=O)[O-])=O (1,5-diacetyl-3-[(3-nitro-phenyl )-hydroxy-methylidene]-2-indolinone). RXN SMILES: [C:1]([N:4]1[C:12]2[C:7](=[CH:8][C:9]([C:13](=[O:15])[CH3:14])=[CH:10][CH:11]=2)[CH2:6][C:5]1=[O:16])(=[O:3])[CH3:2].[N+:17]([C:20]1[CH:21]=[C:22]([CH:26]=[CH:27][CH:28]=1)[C:23](O)=[O:24])([O-:19])=[O:18]>>[C:1]([N:4]1[C:12]2[C:7](=[CH:8][C:9]([C:13](=[O:15])[CH3:14])=[CH:10][CH:11]=2)[C:6](=[C:23]([C:22]2[CH:26]=[CH:27][CH:28]=[C:20]([N+:17]([O-:19])=[O:18])[CH:21]=2)[OH:24])[C:5]1=[O:16])(=[O:3])[CH3:2]. Procedure details: Prepared from 1,5-diacetyl-2-indolinone and 3-nitrobenzoic acid Reactants: C(CC)OC1=C(C=CC=C1)C=1C=2C3=C(NC2C=CC1)CCNCC3 (10-(2-propoxyphenyl)-1,2,3,4,5,6-hexahydroazepino[4,5-b]indole), ICCC (1-iodopropane). The product is C1(CC1)COC1=C(C=CC=C1)C=1C=2C3=C(NC2C=CC1)CCNCC3 (10-[2-(Cyclopropylmethoxy)phenyl]-1,2,3,4,5,6-hexahydroazepino[4,5-b]indole). As a reaction SMILES: [CH2:1]([O:4][C:5]1[CH:10]=[CH:9][CH:8]=[CH:7][C:6]=1[C:11]1[C:12]2[C:13]3[CH2:24][CH2:23][NH:22][CH2:21][CH2:20][C:14]=3[NH:15][C:16]=2[CH:17]=[CH:18][CH:19]=1)[CH2:2][CH3:3].I[CH2:26]CC>>[CH:2]1([CH2:1][O:4][C:5]2[CH:10]=[CH:9][CH:8]=[CH:7][C:6]=2[C:11]2[C:12]3[C:13]4[CH2:24][CH2:23][NH:22][CH2:21][CH2:20][C:14]=4[NH:15][C:16]=3[CH:17]=[CH:18][CH:19]=2)[CH2:26][CH2:3]1. Reported procedure: Following the procedure for the preparation of 10-(2-propoxyphenyl)-1,2,3,4,5,6-hexahydroazepino[4,5-b]indole and substituting (bromomethyl)cyclopropane for 1-iodopropane while making non-critical variations the title compound was obtained as 74 mg (14%) of a brown oil: 1H NMR (400 MHz, CDCl3) δ 7.92 (br s, 1H), 7.29-7.21 (m, 2H), 7.12 (d, J=8.0 Hz, 1H), 7.07-7.03 (m, 1H), 6.98-6.94 (m, 1H), 6.92 (d, J=8.2 Hz, 1H), 6.86 (d, J=7.1 Hz, 1H), 3.70 (d, J=6.3 Hz, 2H), 3.01-2.95 (m, 2H), 2.85-2.73 (m, ... Reactants: ice, OC=C1CCCC2=C(C=NN2C)C1=O (5,6,7,8-tetrahydro-5-hydroxymethylene-1-methyl-4(1H) cycloheptapyrazolone), CNN (methylhydrazine). Run in CO (methanol), CO (methanol). Product: CN1N=CC2=C1C1=C(N(N=C1)C)CCC2 (4,5,6,7-tetrahydro-1,7-dimethyl-1H-cyclohepta[1,2-c:3,4-c']dipyrazole). As a reaction SMILES: O[CH:2]=[C:3]1[C:13](=O)[C:8]2[CH:9]=[N:10][N:11]([CH3:12])[C:7]=2[CH2:6][CH2:5][CH2:4]1.[CH3:15][NH:16][NH2:17]>CO>[CH3:15][N:16]1[C:13]2[C:8]3[CH:9]=[N:10][N:11]([CH3:12])[C:7]=3[CH2:6][CH2:5][CH2:4][C:3]=2[CH:2]=[N:17]1. Procedure details: To an ice-cold solution of 4 g of 5,6,7,8-tetrahydro-5-hydroxymethylene-1-methyl-4(1H) cycloheptapyrazolone in 130 ml of methanol was added, dropwise, a solution of 1.1 ml of methylhydrazine in 20 ml of methanol and the mixture was heated at reflux for 2.5 hours. Removal of the solvent under reduced pressure left a residual dark oil. The oil was flash chromatographed (7.5% 2-propanol in methylene chloride) to give 4,5,6,7-tetrahydro-1,7-dimethyl-1H-cyclohepta[1,2-c:3,4-c']dipyrazole as a yellow ... Reactants: O=C1CCCCCC1, [Li]CCCC, C#Cc1ccc(C(CC)(CC)c2ccc(O)c(C)c2)cc1C, [Cl-], [NH4+], C1CCOC1. Product: CCC(CC)(c1ccc(O)c(C)c1)c1ccc(C#CC2(O)CCCCCC2)c(C)c1. Reaction SMILES: [C:28]1(=[O:35])[CH2:29][CH2:30][CH2:31][CH2:32][CH2:33][CH2:34]1.[CH2:1]([Li:2])[CH2:3][CH2:4][CH3:5].[CH2:6]([CH3:7])[C:8]([CH2:9][CH3:10])([c:11]1[cH:12][c:13]([CH3:19])[c:14]([C:17]#[CH:18])[cH:15][cH:16]1)[c:20]1[cH:21][c:22]([CH3:27])[c:23]([OH:26])[cH:24][cH:25]1.[Cl-:36].[NH4+:37].[O:38]1[CH2:39][CH2:40][CH2:41][CH2:42]1>>[CH2:6]([CH3:7])[C:8]([CH2:9][CH3:10])([c:11]1[cH:12][c:13]([CH3:19])[c:14]([C:17]#[C:18][C:28]2([OH:35])[CH2:29][CH2:30][CH2:31][CH2:32][CH2:33][CH2:34]2)[cH:15][cH:16]1)[c:20]1[cH:21][c:22]([CH3:27])[c:23]([OH:26])[cH:24][cH:25]1. Starting materials: O=N[O-], N#Cc1ccc2c(c1)Sc1ccc(N)cc1C=C2, [Na+], O, O=S(=O)(O)O. The product is N#Cc1ccc2c(c1)Sc1ccc(O)cc1C=C2. As a reaction SMILES: [N:24]([O-:25])=[O:26].[NH2:1][c:2]1[cH:3][cH:4][c:5]2[c:6]([cH:18]1)[CH:7]=[CH:8][c:9]1[c:10]([cH:12][c:13]([C:16]#[N:17])[cH:14][cH:15]1)[S:11]2.[Na+:27].[OH2:28].[S:19]([OH:20])(=[O:21])(=[O:22])[OH:23]>>[c:2]1([OH:20])[cH:3][cH:4][c:5]2[c:6]([cH:18]1)[CH:7]=[CH:8][c:9]1[c:10]([cH:12][c:13]([C:16]#[N:17])[cH:14][cH:15]1)[S:11]2. Starting materials: FC1=CC=C(C=C1)C=1C2=C(N=C(N1)C(C)C)CCNC2 (4-(4-fluoro-phenyl)-2-isopropyl-5,6,7,8-tetrahydro-pyrido[4,3-d]pyrimidine), C(CC(O)(C(=O)O)CC(=O)O)(=O)O (citric acid). The solvent is CCOCC (Et2O), CCO (EtOH). Conditions: temperature 50 celsius, time 16 hour. The product is C(CC(O)(C(=O)O)CC(=O)O)(=O)O.FC1=CC=C(C=C1)C=1C2=C(N=C(N1)C(C)C)CCNC2 (4-(4-Fluoro-phenyl)-2-isopropyl-5,6,7,8-tetrahydro-pyrido[4,3-d]pyrimidine, citrate salt). As a reaction SMILES: [F:1][C:2]1[CH:7]=[CH:6][C:5]([C:8]2[C:9]3[CH2:20][NH:19][CH2:18][CH2:17][C:10]=3[N:11]=[C:12]([CH:14]([CH3:16])[CH3:15])[N:13]=2)=[CH:4][CH:3]=1.[C:21]([OH:33])(=[O:32])[CH2:22][C:23]([CH2:28][C:29]([OH:31])=[O:30])([C:25]([OH:27])=[O:26])[OH:24]>CCO.CCOCC>[C:21]([OH:33])(=[O:32])[CH2:22][C:23]([CH2:28][C:29]([OH:31])=[O:30])([C:25]([OH:27])=[O:26])[OH:24].[F:1][C:2]1[CH:7]=[CH:6][C:5]([C:8]2[C:9]3[CH2:20][NH:19][CH2:18][CH2:17][C:10]=3[N:11]=[C:12]([CH:14]([CH3:16])[CH3:15])[N:13]=2)=[CH:4][CH:3]=1 |f:4.5|. Reported procedure: A solution of crude 4-(4-fluoro-phenyl)-2-isopropyl-5,6,7,8-tetrahydro-pyrido[4,3-d]pyrimidine (Example 164) in EtOH (1 L) was treated with citric acid (71 g, 0.37 mol). The solution was warmed to 50° C. to form a homogeneous solution, then was cooled to rt and stirred for 16 h. The mixture was diluted with Et2O (750 mL) and was stirred for 1 h. The precipitated white solid was collected by filtration and washed with cold EtOH (ca. 100 mL). The white solid was dried in a vacuum oven at 55° C. to...